From a dataset of the Open Reaction Database (ORD), a public repository of structured organic reaction records. describe an organic reaction: reactants, conditions, products, and yield Reactants: [Al+3], O=C([O-])O, CC(=O)Cl, [Cl-], [Cl-], [Cl-], ClCCl, Clc1ncc2ccn(C3CCCC3)c2n1, [Na+]. Yields the product CC(=O)c1cn(C2CCCC2)c2nc(Cl)ncc12. RXN SMILES: [Al+3:2].[C:24](=[O:25])([OH:26])[O-:27].[CH3:5][C:6]([Cl:7])=[O:8].[Cl-:1].[Cl-:3].[Cl-:4].[Cl:29][CH2:30][Cl:31].[Cl:9][c:10]1[n:11][cH:12][c:13]2[c:14]([n:15]1)[n:16]([CH:19]1[CH2:20][CH2:21][CH2:22][CH2:23]1)[cH:17][cH:18]2.[Na+:28]>>[CH3:5][C:6](=[O:8])[c:18]1[c:13]2[cH:12][n:11][c:10]([Cl:9])[n:15][c:14]2[n:16]([CH:19]2[CH2:20][CH2:21][CH2:22][CH2:23]2)[cH:17]1. Starting materials: Nc1cc(Br)ccc1NCCOC(F)(F)F, CC(C)(C)CC(=O)Cl, CCOC(C)=O. Yields the product CC(C)(C)CC(=O)Nc1cc(Br)ccc1NCCOC(F)(F)F. Reaction SMILES: [Br:1][c:2]1[cH:3][c:4]([NH2:16])[c:5]([NH:8][CH2:9][CH2:10][O:11][C:12]([F:13])([F:14])[F:15])[cH:6][cH:7]1.[C:17]([CH3:18])([CH3:19])([CH3:20])[CH2:21][C:22](=[O:23])[Cl:24].[CH3:25][CH2:26][O:27][C:28](=[O:29])[CH3:30]>>[Br:1][c:2]1[cH:3][c:4]([NH:16][C:22]([CH2:21][C:17]([CH3:18])([CH3:19])[CH3:20])=[O:23])[c:5]([NH:8][CH2:9][CH2:10][O:11][C:12]([F:13])([F:14])[F:15])[cH:6][cH:7]1. The reactants are 22.9, C1(=CC=CC=C1)CO[C@@H]1CN(CC[C@H]1NC(C1=CC=CC=C1)=O)CC1=CC=CC=C1 (trans-N-[3-(phenylmethoxy)-1-(phenylmethyl)-4-piperidinyl]benzamide), [H][H] (hydrogen). Reagents/catalysts: [Pd] (palladium-on-charcoal). The solvent is CO (methanol). Yields the product O[C@@H]1CNCC[C@H]1NC(C1=CC=CC=C1)=O (trans-N-(3-hydroxy-4-piperidinyl)benzamide). RXN SMILES: C1(C[O:8][C@H:9]2[C@H:14]([NH:15][C:16](=[O:23])[C:17]3[CH:22]=[CH:21][CH:20]=[CH:19][CH:18]=3)[CH2:13][CH2:12][N:11](CC3C=CC=CC=3)[CH2:10]2)C=CC=CC=1.[H][H]>[Pd].CO>[OH:8][C@H:9]1[C@H:14]([NH:15][C:16](=[O:23])[C:17]2[CH:18]=[CH:19][CH:20]=[CH:21][CH:22]=2)[CH2:13][CH2:12][NH:11][CH2:10]1. Procedure details: A solution of 22.9 parts of trans-N-[3-(phenylmethoxy)-1-(phenylmethyl)-4-piperidinyl]benzamide in 200 parts of methanol was hydrogenated at normal pressure and at room temperature with 3 parts of palladium-on-charcoal catalyst 10%. After the calculated amount of hydrogen was taken up, the catalyst was filtered off and the filtrate was evaporated. The residue was suspended in 2,2'-oxybispropane. The product was filtered off and suspended in trichloromethane. The whole was shaken with a dilute am...